Dataset: the Open Reaction Database (ORD), a public repository of structured organic reaction records. Task: describe an organic reaction: reactants, conditions, products, and yield The reactants are CN1CCN(c2cc(N3CCc4ccc(Br)cc4C3)nc(N)n2)CC1, C1COCCO1, CNC(=O)c1ccc(B2OC(C)(C)C(C)(C)O2)cn1, ClCCl, [K+], [K+], [K+], O, O=P([O-])([O-])[O-]. Yields the product CNC(=O)c1ccc(-c2ccc3c(c2)CN(c2cc(N4CCN(C)CC4)nc(N)n2)CC3)cn1. As a reaction SMILES: [Br:1][c:2]1[cH:3][cH:4][c:5]2[c:10]([cH:11]1)[CH2:9][N:8]([c:12]1[n:13][c:14]([NH2:25])[n:15][c:16]([N:18]3[CH2:19][CH2:20][N:21]([CH3:24])[CH2:22][CH2:23]3)[cH:17]1)[CH2:7][CH2:6]2.[CH2:56]1[O:57][CH2:58][CH2:59][O:60][CH2:61]1.[CH3:26][NH:27][C:28](=[O:29])[c:30]1[n:31][cH:32][c:33]([B:36]2[O:37][C:38]([CH3:39])([CH3:40])[C:41]([CH3:42])([CH3:43])[O:44]2)[cH:34][cH:35]1.[Cl:45][CH2:46][Cl:47].[K+:53].[K+:54].[K+:55].[OH2:62].[P:48]([O-:49])([O-:50])([O-:51])=[O:52]>>[c:2]1(-[c:33]2[cH:32][n:31][c:30]([C:28]([NH:27][CH3:26])=[O:29])[cH:35][cH:34]2)[cH:3][cH:4][c:5]2[c:10]([cH:11]1)[CH2:9][N:8]([c:12]1[n:13][c:14]([NH2:25])[n:15][c:16]([N:18]3[CH2:19][CH2:20][N:21]([CH3:24])[CH2:22][CH2:23]3)[cH:17]1)[CH2:7][CH2:6]2. The reactants are FC=1C=C2C=3C(=C(NC3C1)C1=CC=C(C=O)C=C1)CCNC2=O (4-(8-fluoro-6-oxo-3,4,5,6-tetrahydro-1H-azepino[5,4,3-cd]indol-2-yl)-benzaldehyde), C(=O)C1=CC=C(C=C1)B(O)O (4-formylphenylboronic acid), CN (methylamine), C1(=CC=CC=C1)C=1NC=2C=CC=C3C2C1CCNC3=O (2-Phenyl-3,4,5,6-tetrahydro-1H-azepino[5,4,3-cd]indol-6-one), BrC=1NC=2C=C(C=C3C2C1CCNC3=O)F (2-bromo-8-fluoro-1,3,4,5-tetrahydro-azepino[5,4,3-cd]indol-6-one). Yields the product FC=1C=C2C=3C(=C(NC3C1)C1=CC=C(C=C1)CNC)CCNC2=O (8-fluoro-2-(4-methylaminomethyl-phenyl)-1,3,4,5-tetrahydro-azepino[5,4,3-cd]indol-6-one). Reaction SMILES: [F:1][C:2]1[CH:3]=[C:4]2[C:22](=[O:23])[NH:21][CH2:20][CH2:19][C:6]3=[C:7]([C:11]4[CH:18]=[CH:17][C:14]([CH:15]=O)=[CH:13][CH:12]=4)[NH:8][C:9]([CH:10]=1)=[C:5]23.C1([C:30]2[NH:31]C3C=CC=C4C(=O)NCCC=2C=34)C=CC=CC=1.BrC1NC2C=C(F)C=C3C(=O)NCCC=1C=23.C(C1C=CC(B(O)O)=CC=1)=O.CN>>[F:1][C:2]1[CH:3]=[C:4]2[C:22](=[O:23])[NH:21][CH2:20][CH2:19][C:6]3=[C:7]([C:11]4[CH:12]=[CH:13][C:14]([CH2:15][NH:31][CH3:30])=[CH:17][CH:18]=4)[NH:8][C:9]([CH:10]=1)=[C:5]23. Procedure: 4-(8-fluoro-6-oxo-3,4,5,6-tetrahydro-1H-azepino[5,4,3-cd]indol-2-yl)-benzaldehyde (100 mg, 0.32 mmol; prepared in a manner similar to that described for compound 12 for 2-bromo-8-fluoro-1,3,4,5-tetrahydro-azepino[5,4,3-cd]indol-6-one and 4-formylphenylboronic acid) was reacted with methylamine (1.62 mmol) as described for Compound PPP to yield 8-fluoro-2-(4-methylaminomethyl-phenyl)-1,3,4,5-tetrahydro-azepino[5,4,3-cd]indol-6-one, 32 mg (31%) as a yellow solid: m.p. 1543-155° C.; 1H NMR (300 MHz... As a reaction SMILES: [H-].[Al+3].[Li+].[H-].[H-].[H-].[O:7]1[C:11]2[CH:12]=[CH:13][CH:14]=[CH:15][C:10]=2[CH2:9][CH:8]1[C:16](O)=[O:17].O.[OH-].[Na+]>C(OCC)C>[O:7]1[C:11]2[CH:12]=[CH:13][CH:14]=[CH:15][C:10]=2[CH2:9][CH:8]1[CH2:16][OH:17] |f:0.1.2.3.4.5,8.9|. Reported procedure: A three-necked flask is charged with 17 g of lithium aluminum hydride dissolved in anhydrous ethyl ether. 3 g of 2,3-dihydro-2-benzofurancarboxylic acid (Chim. Ler., (1973), 3, p. 259), dissolved in 1,140 ml of ethyl ether, are then introduced. The reaction medium is left stirring overnight. It is then hydrolyzed in an ice bath with 15.2 ml of water, 15.2 ml of 4N sodium hydroxide and then 45.2 ml of water. The complex is drained and washed with ethyl ether and the filtrate is dried and distille... Run in C(C)OCC (ethyl ether), C(C)OCC (ethyl ether). Starting materials: [H-].[Al+3].[Li+].[H-].[H-].[H-] (lithium aluminum hydride), O (water), O1C(CC2=C1C=CC=C2)C(=O)O (2,3-dihydro-2-benzofurancarboxylic acid), O (water), [OH-].[Na+] (sodium hydroxide). Product: O1C(CC2=C1C=CC=C2)CO (2,3-Dihydro-2-benzofuranylmethanol). Conditions: time 8 hour. Yield: 90.0%. Starting materials: COC1=CC=C(C=C1)N=C=S (4-Methoxyphenylisothiocyanate), [N-]=[N+]=[N-].[Na+] (sodium azide). Run in C(C)O (ethanol). Yields the product COC1=CC=C(C=C1)N1NN=NC1=S (1-(4-methoxyphenyl)tetrazol-5-thione). The yield is 59.5%. Reaction SMILES: [CH3:1][O:2][C:3]1[CH:8]=[CH:7][C:6]([N:9]=[C:10]=[S:11])=[CH:5][CH:4]=1.[N-:12]=[N+:13]=[N-:14].[Na+]>C(O)C>[CH3:1][O:2][C:3]1[CH:4]=[CH:5][C:6]([N:9]2[C:10](=[S:11])[N:12]=[N:13][NH:14]2)=[CH:7][CH:8]=1 |f:1.2|. Procedure details: 4-Methoxyphenylisothiocyanate (2 g) and 1 g of sodium azide in 50 mL of ethanol is refluxed for 5 hours, cooled and concentrated as described (Canadian Journal of Chemistry 1959, p 101). The precipitate is collected by vacuum filtration and dried to give 1.5 g of 1-(4-methoxyphenyl)tetrazol-5-thione as an off-white solid. Starting materials: C(C1=CC=CC=C1)OC(NC1(CCC(CC1)O[Si](C)(C)C(C)(C)C)C)=O ((4-(tert-Butyl-dimethyl-silanyloxy)-1-methyl-cyclohexyl)-carbamic acid benzyl ester), [F-].C(CCC)[N+](CCCC)(CCCC)CCCC (tetrabutylammonium fluoride). Run in O1CCCC1 (tetrahydrofuran). Conditions: time 24 hour. Yields the product C(C1=CC=CC=C1)OC(NC1(CCC(CC1)O)C)=O ((4-Hydroxy-1-methyl-cyclohexyl)-carbamic acid benzyl ester). Yield: 77.2%. As a reaction SMILES: [CH2:1]([O:8][C:9](=[O:26])[NH:10][C:11]1([CH3:25])[CH2:16][CH2:15][CH:14]([O:17][Si](C(C)(C)C)(C)C)[CH2:13][CH2:12]1)[C:2]1[CH:7]=[CH:6][CH:5]=[CH:4][CH:3]=1.[F-].C([N+](CCCC)(CCCC)CCCC)CCC>O1CCCC1>[CH2:1]([O:8][C:9](=[O:26])[NH:10][C:11]1([CH3:25])[CH2:12][CH2:13][CH:14]([OH:17])[CH2:15][CH2:16]1)[C:2]1[CH:3]=[CH:4][CH:5]=[CH:6][CH:7]=1 |f:1.2|. Procedure details: To a solution of example 45D (341 mg, 0.91 mmol) in tetrahydrofuran (5 mL) was added tetrabutylammonium fluoride (1 M solution in THF, 2.0 mL, 2 mmol). The resulting brown solution was stirred at room temperature for 24 hours and then concentrated in vacuo and partitioned between ethyl acetate (100 mL) and water (100 mL). The organic layer was dried over sodium sulfate, filtered and concentrated to afford a crude oil. The crude oil was purified by flash chromatography using a linear gradient of ... Reactants: ON1N=NC2=C1N=CC=C2 (1-Hydroxy-7-azabenzotriazole), Cl.CN(CCCN=C=NCC)C (N-(3-dimethylaminopropyl)-N′-ethylcarbodiimide hydrochloride), C(C)(C)N(CC)C(C)C (diisopropyl-ethylamine), C(C)(C)(C)OC(=O)C1=C(SC=2C(N(CCC21)CC2=CC=C(C=C2)OC)CN)N (2-Amino-7-aminomethyl-6-(4-methoxy-benzyl)-4,5,6,7-tetrahydro-thieno[2,3-c]pyridine-3-carboxylic acid tert-butyl ester), C(C1=CC=CC=C1)OC=1C=C2C=CNC2=CC1 (5-Benzyloxyindole), C(C)(C)N(CC)C(C)C (Diisopropylethylamine). The solvent is CN(C=O)C (N,N-dimethylformamide), CN(C=O)C (N,N-dimethylformamide). Conditions: time 15 minute. The product is C(C)(C)(C)OC(=O)C1=C(SC=2C(N(CCC21)CC2=CC=C(C=C2)OC)CNC(=O)C=2NC1=CC=C(C=C1C2)OCC2=CC=CC=C2)N (2-amino-7-(((5-benzyloxy-1H-indole-2-carbonyl)amino)methyl)-6-(4-methoxy-benzyl)-4,5,6,7-tetrahydro-thieno[2,3-c]pyridine-3-carboxylic acid tert-butyl ester). Isolated yield 72.6%. As a reaction SMILES: [C:1]([O:5][C:6]([C:8]1[C:16]2[CH2:15][CH2:14][N:13]([CH2:17][C:18]3[CH:23]=[CH:22][C:21]([O:24][CH3:25])=[CH:20][CH:19]=3)[CH:12]([CH2:26][NH2:27])[C:11]=2[S:10][C:9]=1[NH2:28])=[O:7])([CH3:4])([CH3:3])[CH3:2].[OH:29]N1C2N=CC=CC=2N=N1.Cl.CN(C)CCCN=C=NCC.[CH:51]([N:54]([CH:57]([CH3:59])[CH3:58])CC)([CH3:53])[CH3:52].[CH2:60]([O:67][C:68]1[CH:69]=C2C(=C[CH:76]=1)NC=C2)[C:61]1[CH:66]=[CH:65][CH:64]=[CH:63][CH:62]=1>CN(C)C=O>[C:1]([O:5][C:6]([C:8]1[C:16]2[CH2:15][CH2:14][N:13]([CH2:17][C:18]3[CH:19]=[CH:20][C:21]([O:24][CH3:25])=[CH:22][CH:23]=3)[CH:12]([CH2:26][NH:27][C:59]([C:57]3[NH:54][C:51]4[C:52]([CH:58]=3)=[CH:69][C:68]([O:67][CH2:60][C:61]3[CH:66]=[CH:65][CH:64]=[CH:63][CH:62]=3)=[CH:76][CH:53]=4)=[O:29])[C:11]=2[S:10][C:9]=1[NH2:28])=[O:7])([CH3:4])([CH3:2])[CH3:3] |f:2.3|. Reported procedure: 2-Amino-7-aminomethyl-6-(4-methoxy-benzyl)-4,5,6,7-tetrahydro-thieno[2,3-c]pyridine-3-carboxylic acid tert-butyl ester (0.50 g; 1.2 mmol) was dissolved in N,N-dimethylformamide (20 ml). 1-Hydroxy-7-azabenzotriazole (0.19 g; 1.3 mmol) and N-(3-dimethylaminopropyl)-N′-ethylcarbodiimide hydrochloride (0.26 g; 1.3 mmol) and diisopropyl-ethylamine (0.23 ml; 1.3 mmol) were added and the mixture was stirred for 15 min. 5-Benzyloxyindole (0.36 g, 1.3 mmol) was dissolved in N,N-dimethylformamide (20 ml) ... Starting materials: C(C)N(C(=O)C1=CC=C(OCC(=O)O)C=C1)C1=C(C=CC(=C1)OC)C1CC2=CC=C(C=C2CC1)OC ({4-{ethyl[5-methoxy-2-(6-methoxy-1,2,3,4-tetrahydronaphthalen-2-yl)phenyl]carbamoyl}phenoxy}acetic acid), heptamethyleneimine, N1(CCCCCCC1)C(COC1=CC=C(C(=O)N(C2=C(C=CC(=C2)OC)C2CC3=CC=C(C=C3CC2)OC)CC)C=C1)=O (4-(2-azocan-1-yl-2-oxoethoxy)-N-ethyl-N-[5-methoxy-2-(6-methoxy-1,2,3,4-tetrahydronaphthalen-2-yl)phenyl]benzamide). Yields the product N1(CCCCCCC1)CCOC1=CC=C(CN(C2=C(C=CC(=C2)OC)C2CC3=CC=C(C=C3CC2)OC)CC)C=C1 ([4-(2-azocan-1-ylethoxy)benzyl]ethyl[5-methoxy-2-(6-methoxy-1,2,3,4-tetrahydronaphthalen-2-yl)phenyl]amine). Isolated yield 90.6%. As a reaction SMILES: C(N(C1C=C(OC)C=CC=1C1CCC2C(=CC=C(OC)C=2)C1)C(C1C=CC(OCC(O)=O)=CC=1)=O)C.[N:37]1([C:45](=O)[CH2:46][O:47][C:48]2[CH:78]=[CH:77][C:51]([C:52]([N:54]([CH2:75][CH3:76])[C:55]3[CH:60]=[C:59]([O:61][CH3:62])[CH:58]=[CH:57][C:56]=3[CH:63]3[CH2:72][CH2:71][C:70]4[C:65](=[CH:66][CH:67]=[C:68]([O:73][CH3:74])[CH:69]=4)[CH2:64]3)=O)=[CH:50][CH:49]=2)[CH2:44][CH2:43][CH2:42][CH2:41][CH2:40][CH2:39][CH2:38]1>>[N:37]1([CH2:45][CH2:46][O:47][C:48]2[CH:49]=[CH:50][C:51]([CH2:52][N:54]([CH2:75][CH3:76])[C:55]3[CH:60]=[C:59]([O:61][CH3:62])[CH:58]=[CH:57][C:56]=3[CH:63]3[CH2:72][CH2:71][C:70]4[C:65](=[CH:66][CH:67]=[C:68]([O:73][CH3:74])[CH:69]=4)[CH2:64]3)=[CH:77][CH:78]=2)[CH2:44][CH2:43][CH2:42][CH2:41][CH2:40][CH2:39][CH2:38]1. Procedure details: Synthesized from {4-{ethyl[5-methoxy-2-(6-methoxy-1,2,3,4-tetrahydronaphthalen-2-yl)phenyl]carbamoyl}phenoxy}acetic acid and heptamethyleneimine according to an analogous synthetic method to Example 378, 4-(2-azocan-1-yl-2-oxoethoxy)-N-ethyl-N-[5-methoxy-2-(6-methoxy-1,2,3,4-tetrahydronaphthalen-2-yl)phenyl]benzamide (262 mg) was used according to an analogous synthetic method to Example 337 to provide [4-(2-azocan-1-ylethoxy)benzyl]ethyl[5-methoxy-2-(6-methoxy-1,2,3,4-tetrahydronaphthalen-2-yl)...